From a dataset of the Open Reaction Database (ORD), a public repository of structured organic reaction records. describe an organic reaction: reactants, conditions, products, and yield Reported procedure: 5-(4-(6-(4-Amino-phenoxy)-1-methyl-1H-benzimidazol-2-ylmethoxy)-benzyl)-thiazolidine-2,4-dione.dihydrochloride was used in place of 5-(4-(6-(3-isopropylamino-phenoxy)-1-methyl-1H-benzimidazol-2-ylmethoxy)-benzyl)-thiazolidine-2,4-dione.dihydrochloride of Production Example 4, and methyl ethyl ketone was used in place of acetaldehyde to give the title compound in similar manner to Production Example 4. The product is C(C)(CC)NC1=CC=C(OC=2C=CC3=C(N(C(=N3)COC3=CC=C(CC4C(NC(S4)=O)=O)C=C3)C)C2)C=C1 (5-(4-(6-(4-sec-Butylamino-phenoxy)-1-methyl-1H-benzimidazol-2-ylmethoxy)-benzyl)-thiazolidine-2,4-dione). Reaction SMILES: Cl.Cl.[NH2:3][C:4]1[CH:36]=[CH:35][C:7]([O:8][C:9]2[CH:10]=[CH:11][C:12]3[N:16]=[C:15]([CH2:17][O:18][C:19]4[CH:32]=[CH:31][C:22]([CH2:23][CH:24]5[S:28][C:27](=[O:29])[NH:26][C:25]5=[O:30])=[CH:21][CH:20]=4)[N:14]([CH3:33])[C:13]=3[CH:34]=2)=[CH:6][CH:5]=1>C(C(C)=O)C>[CH:4]([NH:3][C:4]1[CH:36]=[CH:35][C:7]([O:8][C:9]2[CH:10]=[CH:11][C:12]3[N:16]=[C:15]([CH2:17][O:18][C:19]4[CH:32]=[CH:31][C:22]([CH2:23][CH:24]5[S:28][C:27](=[O:29])[NH:26][C:25]5=[O:30])=[CH:21][CH:20]=4)[N:14]([CH3:33])[C:13]=3[CH:34]=2)=[CH:6][CH:5]=1)([CH2:5][CH3:6])[CH3:36] |f:0.1.2|. The reactants are Cl.Cl.NC1=CC=C(OC=2C=CC3=C(N(C(=N3)COC3=CC=C(CC4C(NC(S4)=O)=O)C=C3)C)C2)C=C1 (5-(4-(6-(4-Amino-phenoxy)-1-methyl-1H-benzimidazol-2-ylmethoxy)-benzyl)-thiazolidine-2,4-dione.dihydrochloride). Run in C(C)C(=O)C (methyl ethyl ketone). Starting materials: CC1=CC=C(CC2CCNCC2)C=C1 (4-(4-methylbenzyl)piperidine), C(C1=CC=CC=C1)OC1=C(C=C(OCCBr)C=C1)[N+](=O)[O-] (2-(4-benzyloxy-3-nitrophenoxy)ethyl bromide). Solvent: C1(=CC=CC=C1)C (toluene). The product is CC1=CC=C(CC2CCN(CC2)CCOC2=CC(=C(C=C2)OCC2=CC=CC=C2)[N+](=O)[O-])C=C1 (4-(4-methylbenzyl)-1-(2-(4-benzyloxy-3-nitrophenoxy)ethyl)piperidine). Isolated yield 82.4%. Reaction SMILES: [CH3:1][C:2]1[CH:14]=[CH:13][C:5]([CH2:6][CH:7]2[CH2:12][CH2:11][NH:10][CH2:9][CH2:8]2)=[CH:4][CH:3]=1.[CH2:15]([O:22][C:23]1[CH:32]=[CH:31][C:26]([O:27][CH2:28][CH2:29]Br)=[CH:25][C:24]=1[N+:33]([O-:35])=[O:34])[C:16]1[CH:21]=[CH:20][CH:19]=[CH:18][CH:17]=1>C1(C)C=CC=CC=1>[CH3:1][C:2]1[CH:3]=[CH:4][C:5]([CH2:6][CH:7]2[CH2:12][CH2:11][N:10]([CH2:29][CH2:28][O:27][C:26]3[CH:31]=[CH:32][C:23]([O:22][CH2:15][C:16]4[CH:21]=[CH:20][CH:19]=[CH:18][CH:17]=4)=[C:24]([N+:33]([O-:35])=[O:34])[CH:25]=3)[CH2:9][CH2:8]2)=[CH:13][CH:14]=1. Procedure: From a mixture of 4-(4-methylbenzyl)piperidine (1.96 g, 30.36 mmol), 2-(4-benzyloxy-3-nitrophenoxy)ethyl bromide (1.825 g, 5.18 mmol) and KI (100 mg) in toluene (50 mL) was obtained 1.965 g (80%) of 4-(4-methylbenzyl)-1-(2-(4-benzyloxy-3-nitrophenoxy)ethyl)piperidine as yellow solid, mp. 176-7° C. 1H NMR (CDCl3) 1.25-1.39 (m, 2H), 1.46-1.54 (m, 1H), 1.60-1.66 (m, 2H), 2.00-2.07 (m, 2H), 2.320 (s, 3H), 2.500 (d, 2H, J=9), 2.754 (t, 2H, J=6), 2.93-2.97 (m, 2H), 4.068 (t, 2H, J=6), 5.179 (s, 2H), 7... Reactants: CC(=O)O, COC(=O)c1cc2cccc([N+](=O)[O-])c2s1, Cl. The product is COC(=O)c1cc2cccc(N)c2s1. As a reaction SMILES: [CH3:17][C:18](=[O:19])[OH:20].[CH3:1][O:2][C:3](=[O:4])[c:5]1[cH:6][c:7]2[c:8]([s:9]1)[c:10]([N+:14]([O-:15])=[O:16])[cH:11][cH:12][cH:13]2.[ClH:21]>>[CH3:1][O:2][C:3](=[O:4])[c:5]1[cH:6][c:7]2[c:8]([s:9]1)[c:10]([NH2:14])[cH:11][cH:12][cH:13]2. The reactants are C(CCCCCCCCCCCC)N1CCC(CC1)C(=O)N (1-tridecylpiperidine-4-carboxamide), [H-].[H-].[H-].[H-].[Li+].[Al+3] (LAH). Product: NCC1CCN(CC1)CCCCCCCCCCCCC (4-Aminomethyl-1-tridecyl-piperidine). Yield: 80.4%. Reaction SMILES: [CH2:1]([N:14]1[CH2:19][CH2:18][CH:17]([C:20]([NH2:22])=O)[CH2:16][CH2:15]1)[CH2:2][CH2:3][CH2:4][CH2:5][CH2:6][CH2:7][CH2:8][CH2:9][CH2:10][CH2:11][CH2:12][CH3:13].[H-].[H-].[H-].[H-].[Li+].[Al+3]>>[NH2:22][CH2:20][CH:17]1[CH2:18][CH2:19][N:14]([CH2:1][CH2:2][CH2:3][CH2:4][CH2:5][CH2:6][CH2:7][CH2:8][CH2:9][CH2:10][CH2:11][CH2:12][CH3:13])[CH2:15][CH2:16]1 |f:1.2.3.4.5.6|. Procedure details: Prepared from 1-tridecylpiperidine-4-carboxamide (4.7 g, 15.1 mmol) and LAH (1.14 g, 30.0 mmol) according to general procedure used for Example 8 (Step B) to give 3.6 g of title compound as a pale yellow solid. Reactants: Cl (HCl), C([O-])([O-])=O.[Na+].[Na+] (sodium carbonate), C(C=1C(N)=CC=CC1)(=O)O (anthranilic acid), C1(=CC=C(C=C1)S(=O)(=O)Cl)C (p-toluenesulfonyl chloride). Run in O (water). Run at time 30 minute. Product: CC1=CC=C(C=C1)S(=O)(=O)NC=1C(C(=O)O)=CC=CC1 (N-4-methylphenylsulfonylanthranilic acid). As a reaction SMILES: C(=O)([O-])[O-].[Na+].[Na+].[C:7]([OH:16])(=[O:15])[C:8]1[C:9](=[CH:11][CH:12]=[CH:13][CH:14]=1)[NH2:10].[C:17]1([CH3:27])[CH:22]=[CH:21][C:20]([S:23](Cl)(=[O:25])=[O:24])=[CH:19][CH:18]=1.Cl>O>[CH3:27][C:17]1[CH:22]=[CH:21][C:20]([S:23]([NH:10][C:9]2[C:8](=[CH:14][CH:13]=[CH:12][CH:11]=2)[C:7]([OH:16])=[O:15])(=[O:25])=[O:24])=[CH:19][CH:18]=1 |f:0.1.2|. Procedure: A solution of 3.45 g (25 mmol) of sodium carbonate and 1.0 g (7.3 mmol) of anthranilic acid in 50 ml of water at 60° was treated with 2.09 g (10.95 mmol) of p-toluenesulfonyl chloride and held at 70° for 30 min. The reaction mixture was cooled to ambient temperature and acidified with 10% HCl. After standing for 18 hr the product was collected by filtration, washed with water and dried to give N-4-methylphenylsulfonylanthranilic acid as a solid, mp 226-229°.